Dataset: the Open Reaction Database (ORD), a public repository of structured organic reaction records. Task: describe an organic reaction: reactants, conditions, products, and yield Starting materials: C1CCOC1, C[Si](C)(C)[N-][Si](C)(C)C, COC(=O)c1cnco1, CCOC(C)=O, ClC(Cl)(Cl)C(Cl)(Cl)Cl, [Li+], O. The product is COC(=O)c1cnc(Cl)o1. As a reaction SMILES: [CH2:28]1[O:29][CH2:30][CH2:31][CH2:32]1.[CH3:11][Si:12]([N-:13][Si:14]([CH3:15])([CH3:16])[CH3:17])([CH3:18])[CH3:19].[CH3:1][O:2][C:3](=[O:4])[c:5]1[cH:6][n:7][cH:8][o:9]1.[CH3:33][CH2:34][O:35][C:36]([CH3:37])=[O:38].[Cl:20][C:21]([C:22]([Cl:23])([Cl:24])[Cl:25])([Cl:26])[Cl:27].[Li+:10].[OH2:39]>>[CH3:1][O:2][C:3](=[O:4])[c:5]1[cH:6][n:7][c:8]([Cl:20])[o:9]1.